This data is from the Open Reaction Database (ORD), a public repository of structured organic reaction records. The task is: describe an organic reaction: reactants, conditions, products, and yield The reactants are O=C([O-])[O-], CSc1ccc(Nc2cc(C(=O)O)ccn2)cc1, CN(C)C=O, CCOC(C)=O, CI, [K+], [K+]. The product is COC(=O)c1ccnc(Nc2ccc(SC)cc2)c1. Reaction SMILES: [C:21](=[O:22])([O-:23])[O-:24].[CH3:1][S:2][c:3]1[cH:4][cH:5][c:6]([NH:9][c:10]2[cH:11][c:12]([C:13](=[O:14])[OH:15])[cH:16][cH:17][n:18]2)[cH:7][cH:8]1.[CH3:27][N:28]([CH3:29])[CH:30]=[O:31].[CH3:32][CH2:33][O:34][C:35](=[O:36])[CH3:37].[I:19][CH3:20].[K+:25].[K+:26]>>[CH3:1][S:2][c:3]1[cH:4][cH:5][c:6]([NH:9][c:10]2[cH:11][c:12]([C:13](=[O:14])[O:15][CH3:21])[cH:16][cH:17][n:18]2)[cH:7][cH:8]1. Starting materials: NC=1C(=CC2=CC=CC=C2C1)O (3-amino-2-naphthol), ClC1=C(C(=O)OC)C=C(C=C1[N+](=O)[O-])[N+](=O)[O-] (methyl 2-chloro-3,5-dinitrobenzoate), C(C)(=O)[O-].[Na+] (sodium acetate), aqueous solution, [OH-].[Na+] (sodium hydroxide), Cl (hydrochloric acid). Run in O (water), C(C)O (ethanol). The product is [N+](=O)([O-])C=1C=C2OC=3C=C4C(=CC3NC2=C(C1)C(=O)O)C=CC=C4 (3-nitro-12H-benzo[b]phenoxazine-1-carboxylic acid). Isolated yield 73.7%. As a reaction SMILES: [NH2:1][C:2]1[C:3]([OH:12])=[CH:4][C:5]2[C:10]([CH:11]=1)=[CH:9][CH:8]=[CH:7][CH:6]=2.Cl[C:14]1[C:23]([N+:24]([O-:26])=[O:25])=[CH:22][C:21]([N+]([O-])=O)=[CH:20][C:15]=1[C:16]([O:18]C)=[O:17].C([O-])(=O)C.[Na+].[OH-].[Na+].Cl>O.C(O)C>[N+:24]([C:23]1[CH:22]=[C:21]2[C:20](=[C:15]([C:16]([OH:18])=[O:17])[CH:14]=1)[NH:1][C:2]1[CH:11]=[C:10]3[CH:9]=[CH:8][CH:7]=[CH:6][C:5]3=[CH:4][C:3]=1[O:12]2)([O-:26])=[O:25] |f:2.3,4.5|. Procedure details: 304 mg (1.91 mmol) of 3-amino-2-naphthol, 477 mg (1.81 mmol) of methyl 2-chloro-3,5-dinitrobenzoate and 178 mg (2.17 mmol) of sodium acetate were suspended in a mixture of water (5 ml) with ethanol (10 ml) and heated under reflux for 7 hours. After adding 3 ml of a 2 N aqueous solution of sodium hydroxide thereto, the reaction mixture was heated under reflux for additional 2.5 hours and then brought back to room temperature. After adding 10 ml of 1 N hydrochloric acid thereto, the precipitate th...